Dataset: the Open Reaction Database (ORD), a public repository of structured organic reaction records. Task: describe an organic reaction: reactants, conditions, products, and yield Reactants: NC1=NC(=C(C(=N1)OS(=O)(=O)C(F)(F)F)[N+](=O)[O-])C=1OC=CC1 (trifluoromethanesulfonic acid 2-amino-6-furan-2-yl-5-nitro-pyrimidin-4-yl ester), CN (methylamine). The solvent is COCCOC (DME). Product: O1C(=CC=C1)C1=C(C(=NC(=N1)N)NC)[N+](=O)[O-] (6-Furan-2-yl-N4-methyl-5-nitro-pyrimidine-2,4-diamine). RXN SMILES: [NH2:1][C:2]1[N:7]=[C:6](OS(C(F)(F)F)(=O)=O)[C:5]([N+:16]([O-:18])=[O:17])=[C:4]([C:19]2[O:20][CH:21]=[CH:22][CH:23]=2)[N:3]=1.[CH3:24][NH2:25]>COCCOC>[O:20]1[CH:21]=[CH:22][CH:23]=[C:19]1[C:4]1[N:3]=[C:2]([NH2:1])[N:7]=[C:6]([NH:25][CH3:24])[C:5]=1[N+:16]([O-:18])=[O:17]. Procedure details: From trifluoromethanesulfonic acid 2-amino-6-furan-2-yl-5-nitro-pyrimidin-4-yl ester and methylamine in DME. ES-MS m/e(%): 236 (M+H+, 100). Starting materials: CCN(CC)CC1CC(=O)N(Cc2ccccc2)C1, CO, CC=O, Cl, O. Product: NCC1CC(=O)N(Cc2ccccc2)C1. Reaction SMILES: [CH2:7]([c:8]1[cH:9][cH:10][cH:11][cH:12][cH:13]1)[N:14]1[C:15](=[O:25])[CH2:16][CH:17]([CH2:19][N:20]([CH2:21][CH3:22])[CH2:23][CH3:24])[CH2:18]1.[CH3:1][OH:2].[CH:3](=[O:4])[CH3:5].[ClH:6].[OH2:26]>>[CH2:7]([c:8]1[cH:9][cH:10][cH:11][cH:12][cH:13]1)[N:14]1[C:15](=[O:25])[CH2:16][CH:17]([CH2:19][NH2:20])[CH2:18]1. Starting materials: BrB(Br)Br, COc1ccc(C(=O)O)c(-c2ccc(F)cc2)c1, ClCCl, O. Product: O=C(O)c1ccc(O)cc1-c1ccc(F)cc1. Reaction SMILES: [B:1]([Br:2])([Br:3])[Br:4].[CH3:5][O:6][c:7]1[cH:8][c:9](-[c:16]2[cH:17][cH:18][c:19]([F:22])[cH:20][cH:21]2)[c:10]([C:11](=[O:12])[OH:13])[cH:14][cH:15]1.[Cl:24][CH2:25][Cl:26].[OH2:23]>>[OH:6][c:7]1[cH:8][c:9](-[c:16]2[cH:17][cH:18][c:19]([F:22])[cH:20][cH:21]2)[c:10]([C:11](=[O:12])[OH:13])[cH:14][cH:15]1. Reactants: C(C1=CC=CC=C1)OC1=CC=CC(=N1)NC1=CC=C(C=C1)C=1N=C(C2=C(N1)CNCC2)N2[C@H](COCC2)C ((S)-6-(benzyloxy)-N-(4-(4-(3-methylmorpholino)-5,6,7,8-tetrahydropyrido[3,4-d]pyrimidin-2-yl)phenyl)pyridin-2-amine), F[B-](F)(F)F.N1(N=NC2=C1C=CC=C2)OC(=[N+](C)C)N(C)C (2-(1H-benzotriazole-1-yl)-1,1,3,3-tetramethyluronium tetrafluoroborate), C(=O)O (Formic acid), CN(C=O)C (N,N-Dimethylformamide), C(C)(C)N(C(C)C)CC (N,N-Diisopropylethylamine). Conditions: time 1 hour. Yields the product C(C1=CC=CC=C1)OC1=CC=CC(=N1)NC1=CC=C(C=C1)C=1N=C(C2=C(N1)CN(CC2)C=O)N2[C@H](COCC2)C ((S)-2-(4-(6-(benzyloxy)pyridin-2-ylamino)phenyl)-4-(3-methylmorpholino)-5,6-dihydropyrido[3,4-d]pyrimidine-7(8H)-carbaldehyde). As a reaction SMILES: [CH2:1]([O:8][C:9]1[N:14]=[C:13]([NH:15][C:16]2[CH:21]=[CH:20][C:19]([C:22]3[N:23]=[C:24]([N:32]4[CH2:37][CH2:36][O:35][CH2:34][C@@H:33]4[CH3:38])[C:25]4[CH2:31][CH2:30][NH:29][CH2:28][C:26]=4[N:27]=3)=[CH:18][CH:17]=2)[CH:12]=[CH:11][CH:10]=1)[C:2]1[CH:7]=[CH:6][CH:5]=[CH:4][CH:3]=1.F[B-](F)(F)F.N1([O:53][C:54](N(C)C)=[N+](C)C)C2C=CC=CC=2N=N1.C(O)=O.CN(C)C=O.C(N(CC)C(C)C)(C)C>>[CH2:1]([O:8][C:9]1[N:14]=[C:13]([NH:15][C:16]2[CH:17]=[CH:18][C:19]([C:22]3[N:23]=[C:24]([N:32]4[CH2:37][CH2:36][O:35][CH2:34][C@@H:33]4[CH3:38])[C:25]4[CH2:31][CH2:30][N:29]([CH:54]=[O:53])[CH2:28][C:26]=4[N:27]=3)=[CH:20][CH:21]=2)[CH:12]=[CH:11][CH:10]=1)[C:2]1[CH:3]=[CH:4][CH:5]=[CH:6][CH:7]=1 |f:1.2|. Procedure details: (S)-6-(benzyloxy)-N-(4-(4-(3-methylmorpholino)-5,6,7,8-tetrahydropyrido[3,4-d]pyrimidin-2-yl)phenyl)pyridin-2-amine (0.2684 g, 0.5277 mmol), 2-(1H-benzotriazole-1-yl)-1,1,3,3-tetramethyluronium tetrafluoroborate (0.226 g, 0.704 mmol) and Formic acid (0.0294 mL, 0.779 mmol) were combined then added dry N,N-Dimethylformamide (2.20 mL, 28.4 mmol) followed by N,N-Diisopropylethylamine (0.507 mL, 2.91 mmol). The reaction mixture stirred for 1 hour then concentrated and chromatographed through silica ... Reactants: NC1=CC=C(C=C1)C=1N=CNC1 (4-(4-aminophenyl)-1-H-imidazole), Cl.CN=COCC (ethyl N-methyl-formimidate hydrochloride), [OH-].[Na+] (NaOH). Solvent: C(C)O (ethanol). Run at time 2 day. Product: CNC=NC1=CC=C(C=C1)C=1N=CNC1 (N-Methyl-N'-[4-(imidazol-4-yl)-phenyl]-formamidine). The yield is 34.8%. RXN SMILES: [NH2:1][C:2]1[CH:7]=[CH:6][C:5]([C:8]2[N:9]=[CH:10][NH:11][CH:12]=2)=[CH:4][CH:3]=1.Cl.[CH3:14][N:15]=[CH:16]OCC.[OH-].[Na+]>C(O)C>[CH3:14][NH:15][CH:16]=[N:1][C:2]1[CH:3]=[CH:4][C:5]([C:8]2[N:9]=[CH:10][NH:11][CH:12]=2)=[CH:6][CH:7]=1 |f:1.2,3.4|. Procedure details: A suspension of 0.8 gm of 4-(4-aminophenyl)-1-H-imidazole and 1.86 gm of ethyl N-methyl-formimidate hydrochloride [F. H. Suydam et al., J. Org. Chem. 34, 292 (1969)] in 20 ml of anhydrous ethanol was stirred at room temperature for two days. The clear solution was evaporated to dryness, and the oily residue was dissolved in water. The solution so obtained was adjusted to pH 10 with 10% NaOH. The product which separated was extracted with ethyl acetate, the organic solution was evaporated to dryn...